From a dataset of the Open Reaction Database (ORD), a public repository of structured organic reaction records. describe an organic reaction: reactants, conditions, products, and yield Starting materials: hydrazone, C1(=CC=CC=C1)NN (phenyl hydrazine), C1(=CC=CC=C1)C=CC(=O)C1=CC=CC=C1 (chalcone). Solvent: C(C)O (ethanol). Yields the product C1(=CC=CC=C1)C=CC(C1=CC=CC=C1)=NN (chalcone hydrazone). Yield: 125.2%. Reaction SMILES: C1([NH:7][NH2:8])C=CC=CC=1.[C:9]1([CH:15]=[CH:16][C:17]([C:19]2[CH:24]=[CH:23][CH:22]=[CH:21][CH:20]=2)=O)[CH:14]=[CH:13][CH:12]=[CH:11][CH:10]=1>C(O)C>[C:9]1([CH:15]=[CH:16][C:17](=[N:7][NH2:8])[C:19]2[CH:24]=[CH:23][CH:22]=[CH:21][CH:20]=2)[CH:14]=[CH:13][CH:12]=[CH:11][CH:10]=1. Procedure: Another colorant stabilizer of the present invention is a basic fuschin hydrazone, prepared as follows. To a 500 ml round bottom flask, fitted with a magnetic stirrer and a heating mantle, was placed 50 g (0.46 mole) phenyl hydrazine (Aldrich), 96.3 g (0.46 mole) chalcone (Aldrich), and 300 ml. of anhydrous ethanol. The reaction mixture refluxed overnight and then cooled to room temperature. A white precipitate formed and was filtered to yield a white solid which was washed with cold ether. 128 ... The reactants are C1CCOC1, CCN(C(C)C)C(C)C, C=C(CO)C(C)C, COCCl. The product is C=C(COCOC)C(C)C. Reaction SMILES: [CH2:21]1[O:22][CH2:23][CH2:24][CH2:25]1.[CH2:5]([N:6]([CH:7]([CH3:8])[CH3:9])[CH:10]([CH3:11])[CH3:12])[CH3:13].[CH3:14][CH:15]([C:16]([CH2:17][OH:18])=[CH2:19])[CH3:20].[CH3:1][O:2][CH2:3][Cl:4]>>[CH3:1][O:2][CH2:3][O:18][CH2:17][C:16]([CH:15]([CH3:14])[CH3:20])=[CH2:19]. Reactants: [H-].[Na+] (sodium hydride), COC1=CC=C(CSC(C2(C(CCCC2)O)N2C=NC(=C2)[N+](=O)[O-])=NC)C=C1 (2-((4-methoxybenzylthio)(methylimino)methyl) -2-(4-nitroimidazol-1-yl)cyclohexanol), C(C1=CC=CC=C1)Br (benzyl bromide). Run in O1CCCC1 (tetrahydrofuran), O1CCCC1 (tetrahydrofuran). Run at temperature 50 celsius, time 10 minute. Product: C(C1=CC=CC=C1)OC1C(CCCC1)(N1C=NC(=C1)[N+](=O)[O-])C(=NC)SCC1=CC=C(C=C1)OC (2-Benzyloxy-1-((4-methoxybenzylthio)(methylimino) methyl)-1-(4-nitroimidazol-1-yl)cyclohexane). Yield: 11.7%. RXN SMILES: [CH3:1][O:2][C:3]1[CH:28]=[CH:27][C:6]([CH2:7][S:8][C:9](=[N:25][CH3:26])[C:10]2([N:17]3[CH:21]=[C:20]([N+:22]([O-:24])=[O:23])[N:19]=[CH:18]3)[CH2:15][CH2:14][CH2:13][CH2:12][CH:11]2[OH:16])=[CH:5][CH:4]=1.[H-].[Na+].[CH2:31](Br)[C:32]1[CH:37]=[CH:36][CH:35]=[CH:34][CH:33]=1>O1CCCC1>[CH2:31]([O:16][CH:11]1[CH2:12][CH2:13][CH2:14][CH2:15][C:10]1([C:9]([S:8][CH2:7][C:6]1[CH:5]=[CH:4][C:3]([O:2][CH3:1])=[CH:28][CH:27]=1)=[N:25][CH3:26])[N:17]1[CH:21]=[C:20]([N+:22]([O-:24])=[O:23])[N:19]=[CH:18]1)[C:32]1[CH:37]=[CH:36][CH:35]=[CH:34][CH:33]=1 |f:1.2|. Procedure: A solution of 42.76 g (106 mmol) of the 2-((4-methoxybenzylthio)(methylimino)methyl) -2-(4-nitroimidazol-1-yl)cyclohexanol prepared in the Preparative Example 13 in 300 ml of tetrahydrofuran was dropped into a suspension of 5.13 g (60% dispersion in mineral oil, 128 mmol) of sodium hydride in 60 ml of tetrahydrofuran in a nitrogen atmosphere at room temperature in 20 minutes. The obtained mixture was further stirred at 50° C. for 10 minutes, followed by the addition of 13.2 ml (111 mmol) of benz... Reactants: O, CC(CCc1ccccc1)CC(=O)O. Product: CC1CCc2ccccc2C(=O)C1. Reaction SMILES: [OH2:15].[c:1]1([CH2:7][CH2:8][CH:9]([CH2:10][C:11](=[O:12])[OH:13])[CH3:14])[cH:2][cH:3][cH:4][cH:5][cH:6]1>>[c:1]12[cH:2][cH:3][cH:4][cH:5][c:6]1[C:11](=[O:13])[CH2:10][CH:9]([CH3:14])[CH2:8][CH2:7]2. Reactants: Cl (HCl), S1C(=NC2=C1C=CC=C2)NC(=O)C=2C=CC=C1CCN(CC21)C2=CC=C(C(=N2)C(=O)O)C=2C=NN(C2C)CC2(CC(CCC2)(C)C)OC (6-[8-(1,3-benzothiazol-2-ylcarbamoyl)-3,4-dihydroisoquinolin-2(1H)-yl]-3-{1-[(1-methoxy-3,3-dimethylcyclohexyl)methyl]-5-methyl-1H-pyrazol-4-yl}pyridine-2-carboxylic acid), CS(=O)(=O)N (methanesulfonamide), Cl.C(C)N=C=NCCCN(C)C (1-ethyl-3-[3-(dimethylamino)propyl]-carbodiimide hydrochloride). The reagents and catalysts are CN(C1=CC=NC=C1)C (4-dimethylaminopyridine). Run in ClCCl (dichloromethane). Yields the product S1C(=NC2=C1C=CC=C2)NC(=O)C=2C=CC=C1CCN(CC21)C2=NC(=C(C=C2)C=2C=NN(C2C)CC2(CC(CCC2)(C)C)OC)C(NS(=O)(=O)C)=O (N-(1,3-benzothiazol-2-yl)-2-(5-{1-[(1-methoxy-3,3-dimethylcyclohexyl)methyl]-5-methyl-1H-pyrazol-4-yl}-6-[(methylsulfonyl)carbamoyl]pyridin-2-yl)-1,2,3,4-tetrahydroisoquinoline-8-carboxamide). Reaction SMILES: [S:1]1[C:5]2[CH:6]=[CH:7][CH:8]=[CH:9][C:4]=2[N:3]=[C:2]1[NH:10][C:11]([C:13]1[CH:14]=[CH:15][CH:16]=[C:17]2[C:22]=1[CH2:21][N:20]([C:23]1[N:28]=[C:27]([C:29]([OH:31])=O)[C:26]([C:32]3[CH:33]=[N:34][N:35]([CH2:38][C:39]4([O:47][CH3:48])[CH2:44][CH2:43][CH2:42][C:41]([CH3:46])([CH3:45])[CH2:40]4)[C:36]=3[CH3:37])=[CH:25][CH:24]=1)[CH2:19][CH2:18]2)=[O:12].[CH3:49][S:50]([NH2:53])(=[O:52])=[O:51].Cl.C(N=C=NCCCN(C)C)C.Cl>CN(C)C1C=CN=CC=1.ClCCl>[S:1]1[C:5]2[CH:6]=[CH:7][CH:8]=[CH:9][C:4]=2[N:3]=[C:2]1[NH:10][C:11]([C:13]1[CH:14]=[CH:15][CH:16]=[C:17]2[C:22]=1[CH2:21][N:20]([C:23]1[CH:24]=[CH:25][C:26]([C:32]3[CH:33]=[N:34][N:35]([CH2:38][C:39]4([O:47][CH3:48])[CH2:44][CH2:43][CH2:42][C:41]([CH3:45])([CH3:46])[CH2:40]4)[C:36]=3[CH3:37])=[C:27]([C:29](=[O:31])[NH:53][S:50]([CH3:49])(=[O:52])=[O:51])[N:28]=1)[CH2:19][CH2:18]2)=[O:12] |f:2.3|. Procedure: A solution of EXAMPLE 157E (0.051 g), methanesulfonamide (0.015 g), 1-ethyl-3-[3-(dimethylamino)propyl]-carbodiimide hydrochloride.HCl (0.037 g) and 4-dimethylaminopyridine (0.019 g) were stirred together in dichloromethane (1 mL) at room temperature overnight. The reaction mixture was loaded onto silica gel and eluted using a gradient of 0.5% to 3.25% methanol/dichloromethane to provide the title compound. 1H NMR (300 MHz, dimethylsulfoxide-d6) δ ppm 12.84 (s, 1H), 11.81 (s, 1H), 8.03 (d, 1H), ... Starting materials: [Al+3], COc1cccc(C)c1C, [Cl-], [Cl-], [Cl-], O=C(Cl)CCCl, ClCCl. The product is COc1ccc(C(=O)CCCl)c(C)c1C. Reaction SMILES: [Al+3:8].[CH3:11][c:12]1[c:13]([O:19][CH3:20])[cH:14][cH:15][cH:16][c:17]1[CH3:18].[Cl-:10].[Cl-:7].[Cl-:9].[Cl:1][CH2:2][CH2:3][C:4](=[O:5])[Cl:6].[Cl:21][CH2:22][Cl:23]>>[Cl:1][CH2:2][CH2:3][C:4](=[O:5])[c:16]1[cH:15][cH:14][c:13]([O:19][CH3:20])[c:12]([CH3:11])[c:17]1[CH3:18]. Starting materials: CC(C)([O-])C.[K+] (Potassium tert-butoxide), NNC(=O)NN (carbazide), C1CCOC1 (THF), C(C)(=O)OCC (Ethyl acetate), O (water). Run at time 1.5 hour. Product: O=C1N(CCCC1)NC(OC(C)(C)C)=O (tert-butyl (2-oxopiperidin-1-yl)carbamate). As a reaction SMILES: [CH3:1][C:2]([CH3:5])([O-:4])[CH3:3].[K+].NN[C:9]([NH:11][NH2:12])=[O:10].C([O:16][CH2:17][CH3:18])(=O)C.O.[CH2:20]1[CH2:24]OC[CH2:21]1>>[O:16]=[C:17]1[CH2:18][CH2:24][CH2:20][CH2:21][N:12]1[NH:11][C:9](=[O:10])[O:4][C:2]([CH3:5])([CH3:3])[CH3:1] |f:0.1|. Procedure: Potassium tert-butoxide (850 mg) was added to a solution of the carbazide compound (2.03 g) in THF (30 ml) under ice-cooling. The reaction solution was stirred at the same temperature for 30 minutes and at room temperature for further 1.5 hours. Ethyl acetate and water were added to the reaction solution, and the organic layer was separated. The organic layer was sequentially washed with water and brine, dried over anhydrous magnesium sulfate and then concentrated under reduced pressure. The res... The reactants are C(C)N1C(=CC=2C1=NC=C(C2)OC)C(=O)OCC (ethyl 1-ethyl-5-methoxy-1H-pyrrolo[2,3-b]pyridine-2-carboxylate), [OH-].[Li+] (lithium hydroxide). Solvent: C1CCOC1 (THF), CO (MeOH), O (water). Conditions: time 30 second. The product is C(C)N1C(=CC=2C1=NC=C(C2)OC)C(=O)O (1-Ethyl-5-methoxy-1H-pyrrolo[2,3-b]pyridine-2-carboxylic acid). Yield: 60.5%. RXN SMILES: [CH2:1]([N:3]1[C:7]2=[N:8][CH:9]=[C:10]([O:12][CH3:13])[CH:11]=[C:6]2[CH:5]=[C:4]1[C:14]([O:16]CC)=[O:15])[CH3:2].[OH-].[Li+]>C1COCC1.CO.O>[CH2:1]([N:3]1[C:7]2=[N:8][CH:9]=[C:10]([O:12][CH3:13])[CH:11]=[C:6]2[CH:5]=[C:4]1[C:14]([OH:16])=[O:15])[CH3:2] |f:1.2|. Reported procedure: To a solution of ethyl 1-ethyl-5-methoxy-1H-pyrrolo[2,3-b]pyridine-2-carboxylate (60 mg, 0.24 mmol) in THF (2 ml) and MeOH (0.5 ml) was added lithium hydroxide (35 mg, 1.45 mmol) in water (2 mL). A cloudy solution formed which became clear after 30 s. The reaction mixture was allowed to stand at room temperature for 18 hr then concentrated under a stream of nitrogen. 2M HCl (2 ml, aqueous) was added to the crude product and the resulting solid filtered then dried under reduced pressure to give t...